Dataset: the Open Reaction Database (ORD), a public repository of structured organic reaction records. Task: describe an organic reaction: reactants, conditions, products, and yield Reactants: ClC1=CC=C(C=N1)C1N(CCC2=CC=CC=C12)C(=O)OCC1=CC=CC=C1 (benzyl 1-(6-chloropyridin-3-yl)-3,4-dihydroisoquinoline-2(1H)-carboxylate), C(=O)(C(F)(F)F)O (TFA). The solvent is C(Cl)Cl (CH2Cl2). Conditions: time 3 day. The product is ClC1=CC=C(C=N1)C1NCCC2=CC=CC=C12 (1-(6-chloropyridin-3-yl)-1,2,3,4-tetrahydroisoquinoline). RXN SMILES: [Cl:1][C:2]1[N:7]=[CH:6][C:5]([CH:8]2[C:17]3[C:12](=[CH:13][CH:14]=[CH:15][CH:16]=3)[CH2:11][CH2:10][N:9]2C(OCC2C=CC=CC=2)=O)=[CH:4][CH:3]=1.C(O)(C(F)(F)F)=O>C(Cl)Cl>[Cl:1][C:2]1[N:7]=[CH:6][C:5]([CH:8]2[C:17]3[C:12](=[CH:13][CH:14]=[CH:15][CH:16]=3)[CH2:11][CH2:10][NH:9]2)=[CH:4][CH:3]=1. Reported procedure: To a round-bottomed flask was added crude benzyl 1-(6-chloropyridin-3-yl)-3,4-dihydroisoquinoline-2(1H)-carboxylate (170 mg, 449 μmol), CH2Cl2 (10 mL) and TFA (10 mL). The reaction was allowed to stir at RT. After 3 days, LC-MS shows little progress. The reaction was concentrated in vacuo to remove CH2Cl2 and the resulting solution allowed to stir for another 3 days, then cautiously poured into 10% Na2CO3 and extracted with CH2Cl2 (3×20 mL). The combined organic layers were concentrated in vacuo... Reactants: BrC1=CC(=NC=C1)Cl (4-bromo-2-chloro-pyridine), COC1=C(C=CC=C1)B(O)O ((2-methoxyphenyl)boronic acid), C(=O)([O-])[O-].[Na+].[Na+] (Na2CO3). The reagents and catalysts are Cl[Pd]([P](C1=CC=CC=C1)(C2=CC=CC=C2)C3=CC=CC=C3)([P](C4=CC=CC=C4)(C5=CC=CC=C5)C6=CC=CC=C6)Cl (Pd(PPh3)2Cl2). The solvent is COCCOC.O.CCO (DME water EtOH). Conditions: temperature 125 celsius. Product: ClC1=NC=CC(=C1)C1=C(C=CC=C1)OC (2-Chloro-4-(2-methoxyphenyl)pyridine). Isolated yield 62.4%. Reaction SMILES: Br[C:2]1[CH:7]=[CH:6][N:5]=[C:4]([Cl:8])[CH:3]=1.[CH3:9][O:10][C:11]1[CH:16]=[CH:15][CH:14]=[CH:13][C:12]=1B(O)O.C([O-])([O-])=O.[Na+].[Na+]>COCCOC.O.CCO.Cl[Pd](Cl)([P](C1C=CC=CC=1)(C1C=CC=CC=1)C1C=CC=CC=1)[P](C1C=CC=CC=1)(C1C=CC=CC=1)C1C=CC=CC=1>[Cl:8][C:4]1[CH:3]=[C:2]([C:12]2[CH:13]=[CH:14][CH:15]=[CH:16][C:11]=2[O:10][CH3:9])[CH:7]=[CH:6][N:5]=1 |f:2.3.4,5.6.7,^1:38,57|. Procedure details: To a solution of 4-bromo-2-chloro-pyridine (1.5 g, 7.8 mmol) in DME/water/EtOH 5:1:1 (20 mL) was added (2-methoxyphenyl)boronic acid (1.49 g, 9.8 mmol), Pd(PPh3)2Cl2 (112 mg, 0.16 mmol), and Na2CO3 (1.65 g, 15.6 mmol). The mixture was heated at 125° C. for 90 minutes in a microwave oven. It was concentrated under reduced pressure, and the residue was purified by flash chromatography (silica gel, cHex/EtOAc 100:0 to 80:20) to give the title compound A1 (1.07 g, 62%). MS (ES) C12H10ClNO requires: ... Yields the product ClC=1C=C(C(=O)OC)C=C(C1NC1=NC2=CC=NC=C2C2=C1C=CN=C2OCC)Cl (methyl 3,5-dichloro-4-[(10-ethoxypyrido[4,3-c]-1,6-naphthyridin-6-yl)amino]benzoate), ClC=1C=C(C(=O)OC)C=C(C1NC1=NC2=CC=NC=C2C2=C1C=CN=C2OC)Cl (methyl 3,5-dichloro-4-[(10-methoxypyrido[4,3-c]-1,6-naphthyridin-6-yl)amino]benzoate). RXN SMILES: [Cl:1][C:2]1[CH:7]=[C:6](I)[CH:5]=[C:4]([Cl:9])[C:3]=1[NH:10][C:11]1[C:20]2[CH:21]=[CH:22][N:23]=[C:24]([O:25][CH2:26][CH3:27])[C:19]=2[C:18]2[C:13](=[CH:14][CH:15]=[N:16][CH:17]=2)[N:12]=1.[Cl:28][C:29]1[CH:34]=[C:33](I)[CH:32]=[C:31]([Cl:36])[C:30]=1[NH:37][C:38]1[C:47]2[CH:48]=[CH:49][N:50]=[C:51]([O:52][CH3:53])[C:46]=2[C:45]2[C:40](=[CH:41][CH:42]=[N:43][CH:44]=2)[N:39]=1.CN(C1C=CC=CN=1)C.C(N(C(C)C)CC)(C)C.[CH3:72][OH:73]>[C-]#[O+].[C-]#[O+].[C-]#[O+].[C-]#[O+].[C-]#[O+].[C-]#[O+].[Mo].C([O-])(=O)C.[Pd+2].C([O-])(=O)C>[Cl:1][C:2]1[CH:7]=[C:6]([CH:5]=[C:4]([Cl:9])[C:3]=1[NH:10][C:11]1[C:20]2[CH:21]=[CH:22][N:23]=[C:24]([O:25][CH2:26][CH3:27])[C:19]=2[C:18]2[C:13](=[CH:14][CH:15]=[N:16][CH:17]=2)[N:12]=1)[C:51]([O:52][CH3:53])=[O:73].[Cl:28][C:29]1[CH:34]=[C:33]([CH:32]=[C:31]([Cl:36])[C:30]=1[NH:37][C:38]1[C:47]2[CH:48]=[CH:49][N:50]=[C:51]([O:52][CH3:53])[C:46]=2[C:45]2[C:40](=[CH:41][CH:42]=[N:43][CH:44]=2)[N:39]=1)[C:72]([O:25][CH3:24])=[O:73] |f:5.6.7.8.9.10.11,12.13.14|. Run at temperature 150 celsius. Reported procedure: The carbonylation reaction was conducted following the procedure described in J. Comb. 2003, 5, 350. To a solution of N-(2,6-dichloro-4-iodophenyl)-10-ethoxypyrido[4,3-c]-1,6-naphthyridin-6-amine (Example 152, Step 1) (130 mg, 0.39 mmol) and N-(2,6-dichloro-4-iodophenyl)-10-methoxypyrido[4,3-c]-1,6-naphthyridin-6-amine (Example 152, Step 1) (66 mg, 0.13 mol) in methanol (5 mL) were added dimethylamino pyridine (96 mg, 0.78 mmol), diisopropylethylamine (137 uL, 0.78 mmol), molybdenumhexacarbonyl ... Reactants: ClC1=C(C(=CC(=C1)I)Cl)NC1=NC2=CC=NC=C2C2=C1C=CN=C2OCC (N-(2,6-dichloro-4-iodophenyl)-10-ethoxypyrido[4,3-c]-1,6-naphthyridin-6-amine), ClC1=C(C(=CC(=C1)I)Cl)NC1=NC2=CC=NC=C2C2=C1C=CN=C2OC (N-(2,6-dichloro-4-iodophenyl)-10-methoxypyrido[4,3-c]-1,6-naphthyridin-6-amine), CN(C)C1=NC=CC=C1 (dimethylamino pyridine), C(C)(C)N(CC)C(C)C (diisopropylethylamine), CO (methanol). The reagents and catalysts are [C-]#[O+].[C-]#[O+].[C-]#[O+].[C-]#[O+].[C-]#[O+].[C-]#[O+].[Mo] (molybdenumhexacarbonyl), C(C)(=O)[O-].[Pd+2].C(C)(=O)[O-] (palladium (II) acetate). The reactants are ClC=1C=C(C=CC1)\C=C/C1=CC=C(C=C1)S(=O)(=O)N1CC2=C(CC1)OC=C2 ((Z)-5-(3-chlorostilbene-4'-sulfonyl)-4,5,6,7-tetrahydrofuro[3,2-c]pyridine), CNC (dimethylamine), C=O (formaldehyde). Solvent: C(C)(=O)O (acetic acid). Conditions: temperature 100 celsius, time 0.5 hour. The product is CN(C)CC1=CC=2CN(CCC2O1)S(=O)(=O)C1=CC=C(\C=C/C2=CC(=CC=C2)Cl)C=C1 ((Z)-N,N-dimethyl-[5-(3-chlorostilbene-4'-sulfonyl)-4,5,6,7-tetrahydrofuro[3,2-c]pyridin-2-ylmethyl]amine). As a reaction SMILES: [Cl:1][C:2]1[CH:3]=[C:4](/[CH:8]=[CH:9]\[C:10]2[CH:15]=[CH:14][C:13]([S:16]([N:19]3[CH2:24][CH2:23][C:22]4[O:25][CH:26]=[CH:27][C:21]=4[CH2:20]3)(=[O:18])=[O:17])=[CH:12][CH:11]=2)[CH:5]=[CH:6][CH:7]=1.[CH3:28][NH:29][CH3:30].[CH2:31]=O>C(O)(=O)C>[CH3:28][N:29]([CH2:31][C:26]1[O:25][C:22]2[CH2:23][CH2:24][N:19]([S:16]([C:13]3[CH:14]=[CH:15][C:10](/[CH:9]=[CH:8]\[C:4]4[CH:5]=[CH:6][CH:7]=[C:2]([Cl:1])[CH:3]=4)=[CH:11][CH:12]=3)(=[O:17])=[O:18])[CH2:20][C:21]=2[CH:27]=1)[CH3:30]. Reported procedure: To a solution of 0.693 g (1.733 mmol) of (Z)-5-(3-chlorostilbene-4'-sulfonyl)-4,5,6,7-tetrahydrofuro[3,2-c]pyridine in 10 ml of acetic acid, 0.23 g (2.60 mmol) of 50% aqueous dimethylamine and 0.21 g (2.60 mmol) of 37% aqueous formaldehyde were added, followed by stirring at 100° C. for 0.5 hours. After the solvent was distilled off under reduced pressure, the residual solution was alkalified with aqueous sodium hydroxide and extracted with ethyl acetate 3 times. The combined organic layer was d... Starting materials: C1CCOC1, CC12CC(=O)C3C(CCC4CC(=O)CCC43C)C1CCC2=O. As a reaction SMILES: [CH2:23]1[O:24][CH2:25][CH2:26][CH2:27]1.[CH3:1][C:2]12[C:3](=[O:22])[CH2:4][CH2:5][CH:6]1[CH:7]1[CH2:8][CH2:9][CH:10]3[CH2:11][C:12](=[O:21])[CH2:13][CH2:14][C:15]3([CH3:16])[CH:17]1[C:18](=[O:20])[CH2:19]2>>[CH3:1][C:2]12[C:3](=[O:22])[CH2:4][CH2:5][CH:6]1[CH:7]1[CH2:8][CH2:9][CH:10]3[CH2:11][CH:12]([OH:21])[CH2:13][CH2:14][C:15]3([CH3:16])[CH:17]1[C:18](=[O:20])[CH2:19]2. Yields the product CC12CC(=O)C3C(CCC4CC(O)CCC43C)C1CCC2=O. The reactants are CCc1ccc(S(=O)(=O)Cl)cc1, CCCCn1c(=O)n(Cc2ccccc2F)c(=O)c2[nH]c(Cc3ccc(N)cc3)nc21. Yields the product CCCCn1c(=O)n(Cc2ccccc2F)c(=O)c2[nH]c(Cc3ccc(NS(=O)(=O)c4ccc(CC)cc4)cc3)nc21. RXN SMILES: [CH2:32]([CH3:33])[c:34]1[cH:35][cH:36][c:37]([S:40](=[O:41])(=[O:42])[Cl:43])[cH:38][cH:39]1.[NH2:1][c:2]1[cH:3][cH:4][c:5]([CH2:6][c:7]2[n:8][c:9]3[n:10]([CH2:26][CH2:27][CH2:28][CH3:29])[c:11](=[O:25])[n:12]([CH2:17][c:18]4[c:19]([F:24])[cH:20][cH:21][cH:22][cH:23]4)[c:13](=[O:16])[c:14]3[nH:15]2)[cH:30][cH:31]1>>[NH:1]([c:2]1[cH:3][cH:4][c:5]([CH2:6][c:7]2[n:8][c:9]3[n:10]([CH2:26][CH2:27][CH2:28][CH3:29])[c:11](=[O:25])[n:12]([CH2:17][c:18]4[c:19]([F:24])[cH:20][cH:21][cH:22][cH:23]4)[c:13](=[O:16])[c:14]3[nH:15]2)[cH:30][cH:31]1)[S:40]([c:37]1[cH:36][cH:35][c:34]([CH2:32][CH3:33])[cH:39][cH:38]1)(=[O:41])=[O:42]. Starting materials: O1C(COC=2C=C(NC3=NC=NC(=C3)NC3=CC(=CC=C3)C)C=CC2)C1 (4-[3'-(2,3-epoxypropoxy)anilino]6-(3'-methylanilino) pyrimidine), CNC (dimethylamine). Solvent: C(C)O (ethanol), CN(C)C=O (DMF), O (water). Run at time 8 hour. Product: CN(CC(COC=1C=C(NC2=NC=NC(=C2)NC2=CC(=CC=C2)C)C=CC1)O)C (4-[3'-(3-dimethylamino-2-hydroxypropoxy)anilino]6-(3'-methylanilino)pyrimidine). Yield: 55.0%. Reaction SMILES: [O:1]1[CH2:26][CH:2]1[CH2:3][O:4][C:5]1[CH:6]=[C:7]([CH:23]=[CH:24][CH:25]=1)[NH:8][C:9]1[CH:14]=[C:13]([NH:15][C:16]2[CH:21]=[CH:20][CH:19]=[C:18]([CH3:22])[CH:17]=2)[N:12]=[CH:11][N:10]=1.[CH3:27][NH:28][CH3:29]>C(O)C.CN(C=O)C.O>[CH3:27][N:28]([CH3:29])[CH2:26][CH:2]([OH:1])[CH2:3][O:4][C:5]1[CH:6]=[C:7]([CH:23]=[CH:24][CH:25]=1)[NH:8][C:9]1[CH:14]=[C:13]([NH:15][C:16]2[CH:21]=[CH:20][CH:19]=[C:18]([CH3:22])[CH:17]=2)[N:12]=[CH:11][N:10]=1. Procedure: Using an analogous reaction procedure to that described in Example 33, a mixture of 4-[3'-(2,3-epoxypropoxy)anilino]6-(3'-methylanilino) pyrimidine, 33% dimethylamine in ethanol and DMF was stirred overnight at ambient temperature. The reaction mixture was diluted with water and extracted with ethyl acetate. The product so obtained was washed with water and with brine, dried (MgSO4) and evaporated. The residue was recrystallised from a mixture of methylene chloride, methanol and hexane to give 4...